From a dataset of the Open Reaction Database (ORD), a public repository of structured organic reaction records. describe an organic reaction: reactants, conditions, products, and yield Reactants: C(#N)C1=C(C=CC=C1)C1=CC=C(C=N1)CC(C(=O)OCC)C(CCC)=O (ethyl 2-{[6-(2-cyanophenyl)pyridin-3-yl]methyl}-3-oxohexanoate), [Si](C)(C)(C(C)(C)C)OC1CCC(CC1)NC1=NN=CN1 (N-(4-{[tert-butyl(dimethyl)silyl]oxy}cyclohexyl)-4H-1,2,4-triazol-3-amine), C(C)N(C1=CC=CC=C1)CC (N,N-diethylaniline). Solvent: C(C)(=O)OCC (ethyl acetate). Conditions: temperature 180 celsius, time 8 hour. Yields the product [Si](C)(C)(C(C)(C)C)OC1CCC(CC1)N1C=2N(C(=C(C1=O)CC=1C=CC(=NC1)C1=C(C#N)C=CC=C1)CCC)N=CN2 (2-(5-{[4-(4-{[tert-butyl(dimethyl)silyl]oxy}cyclohexyl)-5-oxo-7-propyl-4,5-dihydro[1,2,4]triazolo[1,5-a]pyrimidin-6-yl]methyl}pyridin-2-yl)benzonitrile). The yield is 15.3%. As a reaction SMILES: [C:1]([C:3]1[CH:8]=[CH:7][CH:6]=[CH:5][C:4]=1[C:9]1[N:14]=[CH:13][C:12]([CH2:15][CH:16]([C:22](=O)[CH2:23][CH2:24][CH3:25])[C:17]([O:19]CC)=O)=[CH:11][CH:10]=1)#[N:2].[Si:27]([O:34][CH:35]1[CH2:40][CH2:39][CH:38]([NH:41][C:42]2[NH:46][CH:45]=[N:44][N:43]=2)[CH2:37][CH2:36]1)([C:30]([CH3:33])([CH3:32])[CH3:31])([CH3:29])[CH3:28].C(N(CC)C1C=CC=CC=1)C>C(OCC)(=O)C>[Si:27]([O:34][CH:35]1[CH2:40][CH2:39][CH:38]([N:41]2[C:17](=[O:19])[C:16]([CH2:15][C:12]3[CH:11]=[CH:10][C:9]([C:4]4[CH:5]=[CH:6][CH:7]=[CH:8][C:3]=4[C:1]#[N:2])=[N:14][CH:13]=3)=[C:22]([CH2:23][CH2:24][CH3:25])[N:43]3[N:44]=[CH:45][N:46]=[C:42]23)[CH2:37][CH2:36]1)([C:30]([CH3:33])([CH3:31])[CH3:32])([CH3:29])[CH3:28]. Reported procedure: A mixture of ethyl 2-{[6-(2-cyanophenyl)pyridin-3-yl]methyl}-3-oxohexanoate (1.8 g), N-(4-{[tert-butyl(dimethyl)silyl]oxy}cyclohexyl)-4H-1,2,4-triazol-3-amine (1.4 g) and N,N-diethylaniline (30 mL) was stirred at 180° C. for 8 hr. The obtained reaction mixture was diluted with ethyl acetate, washed 3 times with 1 N hydrochloric acid and saturated brine, and dried over anhydrous magnesium sulfate. The solvent was evaporated under reduced pressure, and the residue was purified by silica gel column... Reactants: C[Si](C)(C)C#Cc1cnc(Br)nc1, O=C([O-])[O-], CC1(C)CNC(=O)C1, Cc1ccccc1, [Cs+], [Cs+], O=C(C=Cc1ccccc1)C=Cc1ccccc1, O=C(C=Cc1ccccc1)C=Cc1ccccc1, O=C(C=Cc1ccccc1)C=Cc1ccccc1, [Pd], [Pd]. Product: CC1(C)CC(=O)N(c2ncc(C#C[Si](C)(C)C)cn2)C1. RXN SMILES: [Br:1][c:2]1[n:3][cH:4][c:5]([C:8]#[C:9][Si:10]([CH3:11])([CH3:12])[CH3:13])[cH:6][n:7]1.[C:22](=[O:23])([O-:24])[O-:25].[CH3:14][C:15]1([CH3:21])[CH2:16][C:17](=[O:20])[NH:18][CH2:19]1.[CH3:28][c:29]1[cH:30][cH:31][cH:32][cH:33][cH:34]1.[Cs+:26].[Cs+:27].[O:37]=[C:38]([CH:39]=[CH:40][c:41]1[cH:42][cH:43][cH:44][cH:45][cH:46]1)[CH:47]=[CH:48][c:49]1[cH:50][cH:51][cH:52][cH:53][cH:54]1.[O:55]=[C:56]([CH:57]=[CH:58][c:59]1[cH:60][cH:61][cH:62][cH:63][cH:64]1)[CH:65]=[CH:66][c:67]1[cH:68][cH:69][cH:70][cH:71][cH:72]1.[O:73]=[C:74]([CH:75]=[CH:76][c:77]1[cH:78][cH:79][cH:80][cH:81][cH:82]1)[CH:83]=[CH:84][c:85]1[cH:86][cH:87][cH:88][cH:89][cH:90]1.[Pd:35].[Pd:36]>>[c:2]1([N:18]2[C:17](=[O:20])[CH2:16][C:15]([CH3:14])([CH3:21])[CH2:19]2)[n:3][cH:4][c:5]([C:8]#[C:9][Si:10]([CH3:11])([CH3:12])[CH3:13])[cH:6][n:7]1. Starting materials: CCOC(C)=O, CCO, CCOC(=O)c1cnc(C(F)(F)F)nc1-c1ccc(C(F)(F)F)cc1CN(Cc1cc(C(F)(F)F)cc(C(F)(F)F)c1)c1ncc(N2CCOCC2)cn1, [Na+], [OH-]. Yields the product O=C(O)c1cnc(C(F)(F)F)nc1-c1ccc(C(F)(F)F)cc1CN(Cc1cc(C(F)(F)F)cc(C(F)(F)F)c1)c1ncc(N2CCOCC2)cn1. As a reaction SMILES: [CH3:57][CH2:58][O:59][C:60](=[O:61])[CH3:62].[CH3:63][CH2:64][OH:65].[F:1][C:2]([c:3]1[cH:4][c:5]([CH2:6][N:7]([c:8]2[n:9][cH:10][c:11]([N:14]3[CH2:15][CH2:16][O:17][CH2:18][CH2:19]3)[cH:12][n:13]2)[CH2:20][c:21]2[c:22](-[c:31]3[n:32][c:33]([C:42]([F:43])([F:44])[F:45])[n:34][cH:35][c:36]3[C:37](=[O:38])[O:39][CH2:40][CH3:41])[cH:23][cH:24][c:25]([C:27]([F:28])([F:29])[F:30])[cH:26]2)[cH:46][c:47]([C:49]([F:50])([F:51])[F:52])[cH:48]1)([F:53])[F:54].[Na+:56].[OH-:55]>>[F:1][C:2]([c:3]1[cH:4][c:5]([CH2:6][N:7]([c:8]2[n:9][cH:10][c:11]([N:14]3[CH2:15][CH2:16][O:17][CH2:18][CH2:19]3)[cH:12][n:13]2)[CH2:20][c:21]2[c:22](-[c:31]3[n:32][c:33]([C:42]([F:43])([F:44])[F:45])[n:34][cH:35][c:36]3[C:37](=[O:38])[OH:39])[cH:23][cH:24][c:25]([C:27]([F:28])([F:29])[F:30])[cH:26]2)[cH:46][c:47]([C:49]([F:50])([F:51])[F:52])[cH:48]1)([F:53])[F:54]. The reactants are COc1cc[nH]c1C=C1C(=O)Nc2ccc([N+](=O)[O-])c(C#Cc3cccnc3)c21, CO, [Cl-], [NH4+], CN(C)C=O, O. Product: COc1cc[nH]c1C=C1C(=O)Nc2ccc(N)c(C#Cc3cccnc3)c21. RXN SMILES: [CH3:1][O:2][c:3]1[c:4]([CH:8]=[C:9]2[C:10](=[O:29])[NH:11][c:12]3[cH:13][cH:14][c:15]([N+:26]([O-:27])=[O:28])[c:16]([C:18]#[C:19][c:20]4[cH:21][n:22][cH:23][cH:24][cH:25]4)[c:17]32)[nH:5][cH:6][cH:7]1.[CH3:38][OH:39].[Cl-:30].[NH4+:31].[O:32]=[CH:33][N:34]([CH3:35])[CH3:36].[OH2:37]>>[CH3:1][O:2][c:3]1[c:4]([CH:8]=[C:9]2[C:10](=[O:29])[NH:11][c:12]3[cH:13][cH:14][c:15]([NH2:26])[c:16]([C:18]#[C:19][c:20]4[cH:21][n:22][cH:23][cH:24][cH:25]4)[c:17]32)[nH:5][cH:6][cH:7]1. Reactants: COc1ccc2c(Nc3c(Cl)cncc3Cl)cc(=O)oc2c1OCCCCBr, CN1CCNCC1, Cl. The product is COc1ccc2c(Nc3c(Cl)cncc3Cl)cc(=O)oc2c1OCCCCN1CCN(C)CC1. RXN SMILES: [Br:8][CH2:9][CH2:10][CH2:11][CH2:12][O:13][c:14]1[c:15]([O:34][CH3:35])[cH:16][cH:17][c:18]2[c:19]([NH:25][c:26]3[c:27]([Cl:33])[cH:28][n:29][cH:30][c:31]3[Cl:32])[cH:20][c:21](=[O:24])[o:22][c:23]12.[CH3:1][N:2]1[CH2:3][CH2:4][NH:5][CH2:6][CH2:7]1.[ClH:36]>>[CH3:1][N:2]1[CH2:3][CH2:4][N:5]([CH2:9][CH2:10][CH2:11][CH2:12][O:13][c:14]2[c:15]([O:34][CH3:35])[cH:16][cH:17][c:18]3[c:19]([NH:25][c:26]4[c:27]([Cl:33])[cH:28][n:29][cH:30][c:31]4[Cl:32])[cH:20][c:21](=[O:24])[o:22][c:23]23)[CH2:6][CH2:7]1. Starting materials: NC1[C@@H]2N(C(=C(CS2)C(CCC(N)=O)SC2=NN=NN2)C(=O)O)C1=O (7-amino-3-[1-(2-carbamoylethyl)tetrazol-5-ylthiomethyl]-3-cephem-4-carboxylic acid), C(Cl)Cl (methylene chloride), C(Cl)Cl (methylene chloride), C(C)(C)(C)OC(N(C(C)C)C(C)C)=N (O-t-butyldiisopropylpseudourea). Run in C1=CC=CC=C1 (benzene). Yields the product C(C)(C)(C)OC(=O)C1=C(CS[C@H]2N1C(C2N)=O)C(CCC(N)=O)SC2=NN=NN2 (7-amino-3-[1-(2-carbamoylethyl)tetrazol-5-ylthiomethyl]-3-cephem-4 -carboxylic acid t-butyl ester). Reaction SMILES: [NH2:1][CH:2]1[C:24](=[O:25])[N:4]2[C:5]([C:21]([OH:23])=[O:22])=[C:6]([CH:9]([S:15][C:16]3[NH:20][N:19]=[N:18][N:17]=3)[CH2:10][CH2:11][C:12](=[O:14])[NH2:13])[CH2:7][S:8][C@H:3]12.C(Cl)Cl.[C:29](OC(=N)N(C(C)C)C(C)C)([CH3:32])([CH3:31])[CH3:30]>C1C=CC=CC=1>[C:29]([O:22][C:21]([C:5]1[N:4]2[C:24](=[O:25])[CH:2]([NH2:1])[C@H:3]2[S:8][CH2:7][C:6]=1[CH:9]([S:15][C:16]1[NH:17][N:18]=[N:19][N:20]=1)[CH2:10][CH2:11][C:12](=[O:14])[NH2:13])=[O:23])([CH3:32])([CH3:31])[CH3:30]. Reported procedure: To a suspension of 19.3 g. (0.05 mol.) of 7-amino-3-[1-(2-carbamoylethyl)tetrazol-5-ylthiomethyl]-3-cephem-4-carboxylic acid in 500 ml. of dry methylene chloride is added in one portion 30.0 g. (0.15 mol.) of O-t-butyldiisopropylpseudourea in 50 ml. of methylene chloride and the mixture is stirred at ambient temperature for 24 hours. The precipitate is removed by filtration and the filtrate is evaporated to give a residue which is taken up in 200 ml. of benzene and filtured again. The filtrate i... RXN SMILES: [CH2:1]([C:3]1[CH:8]=[C:7]([CH:9]=O)[CH:6]=[CH:5][C:4]=1[N:11]=[C:12]1[S:16][CH2:15][C:14]2([CH2:20][CH2:19][CH2:18][CH2:17]2)[N:13]1[CH:21]1[CH2:25][CH2:24][CH2:23][CH2:22]1)[CH3:2].[C:26](#[N:30])[CH2:27][C:28]#[N:29]>CCO.N1CCCCC1>[CH2:1]([C:3]1[CH:8]=[C:7]([CH:9]=[C:27]([C:26]#[N:30])[C:28]#[N:29])[CH:6]=[CH:5][C:4]=1[N:11]=[C:12]1[S:16][CH2:15][C:14]2([CH2:20][CH2:19][CH2:18][CH2:17]2)[N:13]1[CH:21]1[CH2:25][CH2:24][CH2:23][CH2:22]1)[CH3:2]. The solvent is CCO (EtOH). The reactants are C(C)C1=C(C=CC(=C1)C=O)N=C1N(C2(CS1)CCCC2)C2CCCC2 (2-(2-ethyl-4-formylphenylimino)-1-cyclopentyl-3-thia-1-azaspiro[4.4]nonane), C(CC#N)#N (malononitrile). Conditions: time 2 hour. Yields the product C(C)C1=C(C=CC(=C1)C=C(C#N)C#N)N=C1N(C2(CS1)CCCC2)C2CCCC2 (2-(2-ethyl-4-(2,2-dicyanovinyl)phenylimino)-1-cyclopentyl-3-thia-1-azaspiro[4.4]nonane). Procedure details: To a solution of 2-(2-ethyl-4-formylphenylimino)-1-cyclopentyl-3-thia-1-azaspiro[4.4]nonane (Method D11a; 0.037 g, 0.104 mmol) in EtOH (10 mL) was added malononitrile (0.007 g, 0.104 mmol) and piperidine (4 drops). The reaction mixture was stirred at room temp. for 2 h, then concentrated under reduced pressure. The residue was purified by preparative TLC (20% EtOAc/hex) to give 2-(2-ethyl-4-(2,2-dicyanovinyl)phenylimino)-1-cyclopentyl-3-thia-1-azaspiro[4.4]nonane as a yellow solid (0.012 g, 28%)... The reagents and catalysts are N1CCCCC1 (piperidine). The yield is 28.5%.